describe an organic reaction: reactants, conditions, products, and yield From a dataset of the Open Reaction Database (ORD), a public repository of structured organic reaction records. The reactants are FC1(C(NC(NC1OC(C)=O)=O)=O)C(=O)OCC(C)C (isobutyl 5-fluoro-6-acetoxy-1,2,3,4,5,6-hexahydro-2,4-dioxopyrimidine-5-carboxylate), C(/C1=CC=CO1)=N/O ((Z)-furfuraldoxime). The solvent is N1=CC=CC=C1.CC(=O)C (pyridine acetone). Run at temperature 60 celsius, time 16 hour. Yields the product FC1(C(NC(NC1O\N=C/C1=CC=CO1)=O)=O)C(=O)OCC(C)C (isobutyl 5-fluoro-6-(Z)-furfurylideneaminooxy-1,2,3,4,5,6-hexahydro-2,4-dioxopyrimidine-5-carboxylate). Yield: 40.3%. Reaction SMILES: [F:1][C:2]1([C:14]([O:16][CH2:17][CH:18]([CH3:20])[CH3:19])=[O:15])[CH:7]([O:8]C(=O)C)[NH:6][C:5](=[O:12])[NH:4][C:3]1=[O:13].[CH:21](=[N:27]/O)/[C:22]1[O:26][CH:25]=[CH:24][CH:23]=1>N1C=CC=CC=1.CC(C)=O>[F:1][C:2]1([C:14]([O:16][CH2:17][CH:18]([CH3:19])[CH3:20])=[O:15])[CH:7]([O:8]/[N:27]=[CH:21]\[C:22]2[O:26][CH:25]=[CH:24][CH:23]=2)[NH:6][C:5](=[O:12])[NH:4][C:3]1=[O:13] |f:2.3|. Reported procedure: In 45 ml of pyridine-acetone (pyridine:acetone=2:1) were dissolved 11.6 g (40 mmol) of isobutyl 5-fluoro-6-acetoxy-1,2,3,4,5,6-hexahydro-2,4-dioxopyrimidine-5-carboxylate and 6.1 g (54.9 mmol) of (Z)-furfuraldoxime, and the solution was stirred at 60° C. for 16 hours. The solvent was distilled off under reduced pressure, and the residue was dissolved in 150 ml of ethyl acetate. The solution was washed three times with 50-ml portions of water, and the ethyl acetate layer was dried and the solvent... RXN SMILES: [CH2:1]([NH:5][C:6]1[O:7][CH:8]=[C:9]([CH3:11])[N:10]=1)[CH2:2][CH2:3][CH3:4].[CH2:12]([N:14]=[C:15]=[O:16])[CH3:13]>C1C=CC=CC=1>[CH2:1]([N:5]([C:6]1[O:7][CH:8]=[C:9]([CH3:11])[N:10]=1)[C:15]([NH:14][CH2:12][CH3:13])=[O:16])[CH2:2][CH2:3][CH3:4]. Starting materials: C(CCC)NC=1OC=C(N1)C (2-butylamino-4-methyloxazole), C(C)N=C=O (ethyl isocyanate). Solvent: C1=CC=CC=C1 (benzene). Product: C(CCC)N(C(=O)NCC)C=1OC=C(N1)C (1-Butyl-3-ethyl-1-(4-methyl-2-oxazolyl)urea). Reported procedure: A solution of 2-butylamino-4-methyloxazole (15.0 g, 0.0972 mol) and ethyl isocyanate (7.6 g, 0.107 mol) in dry benzene was heated under reflux for 2 hours and then evaporated to dryness. The residual oil was dissolved in ether and the solution was washed with 2N HCl, dried and evaporated. The residue was distilled under vacuum b.p. 128° C./1.0 mm. IR 3275, 1696, 1590 cm-1. The reactants are OCCCCCCCCO, CN(C)CC(N)CC(=O)OCc1ccccc1, Cl, Cl, Fc1cc(CBr)ccc1C(F)(F)F, OCCCCCCCCOCc1ccc(C(F)(F)F)c(F)c1, O=C(O)CCCCCCCOCc1ccc(C(F)(F)F)c(F)c1. Reaction SMILES: [CH2:1]([OH:2])[CH2:3][CH2:4][CH2:5][CH2:6][CH2:7][CH2:8][CH2:9][OH:10].[CH2:71]([c:72]1[cH:73][cH:74][cH:75][cH:76][cH:77]1)[O:78][C:79]([CH2:80][CH:81]([CH2:82][N:83]([CH3:84])[CH3:85])[NH2:86])=[O:87].[ClH:69].[ClH:70].[F:11][c:12]1[cH:13][c:14]([CH2:22][Br:23])[cH:15][cH:16][c:17]1[C:18]([F:19])([F:20])[F:21].[F:24][c:25]1[cH:26][c:27]([CH2:28][O:29][CH2:30][CH2:31][CH2:32][CH2:33][CH2:34][CH2:35][CH2:36][CH2:37][OH:38])[cH:39][cH:40][c:41]1[C:42]([F:43])([F:44])[F:45].[F:46][c:47]1[cH:48][c:49]([CH2:57][O:58][CH2:59][CH2:60][CH2:61][CH2:62][CH2:63][CH2:64][CH2:65][C:66]([OH:67])=[O:68])[cH:50][cH:51][c:52]1[C:53]([F:54])([F:55])[F:56]>>[F:24][c:25]1[cH:26][c:27]([CH2:28][O:29][CH2:30][CH2:31][CH2:32][CH2:33][CH2:34][CH2:35][CH2:36][C:37](=[O:38])[NH:86][CH:81]([CH2:80][C:79]([O:78][CH2:71][c:72]2[cH:73][cH:74][cH:75][cH:76][cH:77]2)=[O:87])[CH2:82][N:83]([CH3:84])[CH3:85])[cH:39][cH:40][c:41]1[C:42]([F:43])([F:44])[F:45]. Product: CN(C)CC(CC(=O)OCc1ccccc1)NC(=O)CCCCCCCOCc1ccc(C(F)(F)F)c(F)c1. The reactants are CCOC=C(C(=O)OCC)C(=O)c1cc(F)c(F)c(Br)c1F, CCO, Nc1ccc(F)cc1F. Product: CCOC(=O)C(=CNc1ccc(F)cc1F)C(=O)c1cc(F)c(F)c(Br)c1F. Reaction SMILES: [Br:1][c:2]1[c:3]([F:22])[c:4]([C:5](=[O:6])[C:7]([C:8](=[O:9])[O:10][CH2:11][CH3:12])=[CH:13][O:14][CH2:15][CH3:16])[cH:17][c:18]([F:21])[c:19]1[F:20].[CH3:32][CH2:33][OH:34].[F:23][c:24]1[c:25]([NH2:26])[cH:27][cH:28][c:29]([F:31])[cH:30]1>>[Br:1][c:2]1[c:3]([F:22])[c:4]([C:5](=[O:6])[C:7]([C:8](=[O:9])[O:10][CH2:11][CH3:12])=[CH:13][NH:26][c:25]2[c:24]([F:23])[cH:30][c:29]([F:31])[cH:28][cH:27]2)[cH:17][c:18]([F:21])[c:19]1[F:20]. The reactants are O=C([O-])[O-], C=CCn1c(N)nc(N2CCc3ccccc3CC2)c(C#N)c1=O, CCOCCOS(C)(=O)=O, CN(C)C=O, [K+], [K+]. Yields the product C=CCn1c(NCCOCC)nc(N2CCc3ccccc3CC2)c(C#N)c1=O. Reaction SMILES: [C:35](=[O:36])([O-:37])[O-:38].[CH2:1]([CH:2]=[CH2:3])[n:4]1[c:5]([NH2:24])[n:6][c:7]([N:13]2[CH2:14][CH2:15][c:16]3[c:17]([cH:20][cH:21][cH:22][cH:23]3)[CH2:18][CH2:19]2)[c:8]([C:11]#[N:12])[c:9]1=[O:10].[CH3:25][S:26]([O:27][CH2:30][CH2:31][O:32][CH2:33][CH3:34])(=[O:28])=[O:29].[CH3:41][N:42]([CH3:43])[CH:44]=[O:45].[K+:39].[K+:40]>>[CH2:1]([CH:2]=[CH2:3])[n:4]1[c:5]([NH:24][CH2:30][CH2:31][O:32][CH2:33][CH3:34])[n:6][c:7]([N:13]2[CH2:14][CH2:15][c:16]3[c:17]([cH:20][cH:21][cH:22][cH:23]3)[CH2:18][CH2:19]2)[c:8]([C:11]#[N:12])[c:9]1=[O:10].